The task is: describe an organic reaction: reactants, conditions, products, and yield. This data is from the Open Reaction Database (ORD), a public repository of structured organic reaction records. Starting materials: C1(CCCCC1)N=C=NC1CCCCC1 (N,N'-dicyclohexylcarbodiimide), S(O)(O)(=O)=O (sulfuric acid), prednisolone 17-ethyl carbonate, C1(=CC=CC=C1)CC(=O)O (phenylacetic acid). Solvent: N1=CC=CC=C1 (pyridine), N1=CC=CC=C1 (pyridine). Run at time 15 minute. Yields the product C1(CCCCC1)NC(=O)NC1CCCCC1 (N,N'-dicyclohexylurea). RXN SMILES: S(=O)(=O)(O)O.C1(CC(O)=[O:14])C=CC=CC=1.[CH:16]1([N:22]=[C:23]=[N:24][CH:25]2[CH2:30][CH2:29][CH2:28][CH2:27][CH2:26]2)[CH2:21][CH2:20][CH2:19][CH2:18][CH2:17]1>N1C=CC=CC=1>[CH:25]1([NH:24][C:23]([NH:22][CH:16]2[CH2:17][CH2:18][CH2:19][CH2:20][CH2:21]2)=[O:14])[CH2:30][CH2:29][CH2:28][CH2:27][CH2:26]1. Reported procedure: A freshly prepared mixture of 26 mg of concentrated sulfuric acid in 2.5 ml of absolute pyridine (suspension of pyridinium sulfate) is added, at 20° C. and while stirring, to a solution of 1.1 g (0.0025 mol) of prednisolone 17-ethyl carbonate and 1.2 g (0.0088 mol) of phenylacetic acid (dried at about 50°-60° C. in vacuo over P2O5 for 5 h.) in 6 ml of absolute pyridine. After stirring for 15 min., 720 mg (0.0035 mol) of N,N'-dicyclohexylcarbodiimide are added. A crystalline precipitate of the N,... The reactants are ClC1=C(C(=O)N=C=O)C=C(C=C1)CNC(C(F)(F)F)=O (2-chloro-5-((2,2,2-trifluoroacetamido)methyl)benzoyl isocyanate), ClC=1C=C(C=CC1C)NNC(=O)OC(C)(C)C (tert-butyl 2-(3-chloro-4-methylphenyl)hydrazinecarboxylate), FC(C(=O)O)(F)F (trifluoro acetic acid). Run in C(Cl)Cl (DCM). The product is ClC1=C(C=C(CNC(C(F)(F)F)=O)C=C1)C1=NN(C(N1)=O)C1=CC(=C(C=C1)C)Cl (N-(4-chloro-3-(1-(3-chloro-4-methylphenyl)-4,5-dihydro-5-oxo-1H-1,2,4-triazol-3-yl)benzyl)-2,2,2-trifluoroacetamide). Yield: 26.1%. Reaction SMILES: [Cl:1][C:2]1[CH:12]=[CH:11][C:10]([CH2:13][NH:14][C:15](=[O:20])[C:16]([F:19])([F:18])[F:17])=[CH:9][C:3]=1[C:4]([N:6]=[C:7]=[O:8])=O.[Cl:21][C:22]1[CH:23]=[C:24]([NH:29][NH:30]C(OC(C)(C)C)=O)[CH:25]=[CH:26][C:27]=1[CH3:28].FC(F)(F)C(O)=O>C(Cl)Cl>[Cl:1][C:2]1[CH:12]=[CH:11][C:10]([CH2:13][NH:14][C:15](=[O:20])[C:16]([F:19])([F:18])[F:17])=[CH:9][C:3]=1[C:4]1[NH:6][C:7](=[O:8])[N:29]([C:24]2[CH:25]=[CH:26][C:27]([CH3:28])=[C:22]([Cl:21])[CH:23]=2)[N:30]=1. Reported procedure: The title compound was prepared according to the procedure described in Example-83 by using 2-chloro-5-((2,2,2-trifluoroacetamido)methyl)benzoyl isocyanate (step-3 of Intermediate-26, 0.500 g, 1.55 mmol), tert-butyl 2-(3-chloro-4-methylphenyl)hydrazinecarboxylate (Intermediate-87, 0.450 g, 1.55 mmol), DCM (20 mL) and trifluoro acetic acid (5.0 mL) to afford 0.180 g of the desired product.